describe an organic reaction: reactants, conditions, products, and yield From a dataset of the Open Reaction Database (ORD), a public repository of structured organic reaction records. The reactants are C(C)OC(CCC=1C=NC(=CC1)C1=C(C=CC=C1)F)=O (3-(6-(2-fluorophenyl)pyridin-3-yl)propionic acid ethyl ester), [BH4-].[Li+] (lithium borohydride), O (water). Run in C1CCOC1 (THF). Yields the product FC1=C(C=CC=C1)C1=CC=C(C=N1)CCCO (3-(6-(2-Fluorophenyl)pyridin-3-yl)propan-1-ol). Reaction SMILES: C([O:3][C:4](=O)[CH2:5][CH2:6][C:7]1[CH:8]=[N:9][C:10]([C:13]2[CH:18]=[CH:17][CH:16]=[CH:15][C:14]=2[F:19])=[CH:11][CH:12]=1)C.[BH4-].[Li+].O>C1COCC1>[F:19][C:14]1[CH:15]=[CH:16][CH:17]=[CH:18][C:13]=1[C:10]1[N:9]=[CH:8][C:7]([CH2:6][CH2:5][CH2:4][OH:3])=[CH:12][CH:11]=1 |f:1.2|. Reported procedure: Under argon, 400 mg (1.46 mmol) of 3-(6-(2-fluorophenyl)pyridin-3-yl)propionic acid ethyl ester and 63.8 mg (2.93 mmol) of lithium borohydride were stirred in 20 ml of THF at 40° C. for 3 h. After cooling, the mixture was cautiously hydrolyzed with water, the precipitate was filtered off with suction, and water and methylene chloride were added to the filtrate. The organic phase was separated, washed with water and concentrated. Yield: 241 mg (71%). Starting materials: CC(=O)C=1C=C(C=CC1)N=C=S (3-methylcarbonylphenyl isothiocyanate), CNN (methylhydrazine). The solvent is C(C)O (ethanol). Yields the product CN(N)C(=S)NC1=CC(=CC=C1)C(=O)C (2-methyl-4-(3-methylcarbonylphenyl)-3-thiosemicarbazide). Yield: 78.9%. As a reaction SMILES: [CH3:1][C:2]([C:4]1[CH:5]=[C:6]([N:10]=[C:11]=[S:12])[CH:7]=[CH:8][CH:9]=1)=[O:3].[CH3:13][NH:14][NH2:15]>C(O)C>[CH3:13][N:14]([C:11]([NH:10][C:6]1[CH:7]=[CH:8][CH:9]=[C:4]([C:2]([CH3:1])=[O:3])[CH:5]=1)=[S:12])[NH2:15]. Procedure: Following procedures similar to those employed in Step A of Example 2, the reaction of 20.0 g (0.113 mole) of 3-methylcarbonylphenyl isothiocyanate and 5.21 g (0.113 mole) of methylhydrazine in 150 ml of ethanol yielded 19.9 g of 2-methyl-4-(3-methylcarbonylphenyl)-3-thiosemicarbazide as a solid, mp 125°-127° C. The nmr spectrum was consistent with the proposed structure. The reactants are C=CS(=O)(=O)[O-].[Na+] (Sodium ethylenesulfonate), CNC (dimethylamine). The product is CN(CCS(=O)(=O)[O-])C.[Na+] (Sodium 2-(dimethylamino)ethanesulfonate). RXN SMILES: [CH2:1]=[CH:2][S:3]([O-:6])(=[O:5])=[O:4].[Na+:7].[CH3:8][NH:9][CH3:10]>>[CH3:8][N:9]([CH3:10])[CH2:1][CH2:2][S:3]([O-:6])(=[O:5])=[O:4].[Na+:7] |f:0.1,3.4|. Procedure: Sodium ethylenesulfonate (18.2 ml, 25% aqueous solution w/w) and dimethylamine (4.43 ml, 40% aqueous solution w/w) were heated in a sealed finger tube at 105° C. for 48 h before concentrating in vacuo to yield the subtitle compound as a white solid. Yield: 9.80 g. The solvent is CN(C)C=O (DMF). Reaction SMILES: [NH2:1][C@@H:2]1[N:8]=[C:7]([C:9]2[CH:14]=[CH:13][CH:12]=[CH:11][CH:10]=2)[C:6]2[CH:15]=[CH:16][CH:17]=[CH:18][C:5]=2[N:4]([CH2:19][C:20]([F:23])([F:22])[F:21])[C:3]1=[O:24].[C:25]([C:28]1[CH:29]=[C:30]2[C:35](=[CH:36][CH:37]=1)[CH2:34][C:33]1([C:41](=[O:42])[NH:40][C:39](=[O:43])[NH:38]1)[CH2:32][CH2:31]2)(O)=[O:26].C(Cl)CCl.C1C=CC2N(O)N=NC=2C=1.C(N(CC)C(C)C)(C)C>CN(C=O)C>[O:43]=[C:39]1[NH:38][C:33]2([CH2:32][CH2:31][C:30]3[C:35](=[CH:36][CH:37]=[C:28]([C:25]([NH:1][C@@H:2]4[N:8]=[C:7]([C:9]5[CH:10]=[CH:11][CH:12]=[CH:13][CH:14]=5)[C:6]5[CH:15]=[CH:16][CH:17]=[CH:18][C:5]=5[N:4]([CH2:19][C:20]([F:21])([F:23])[F:22])[C:3]4=[O:24])=[O:26])[CH:29]=3)[CH2:34]2)[C:41](=[O:42])[NH:40]1. Starting materials: N[C@H]1C(N(C2=C(C(=N1)C1=CC=CC=C1)C=CC=C2)CC(F)(F)F)=O ((3R)-3-amino-2-oxo-5-phenyl-1-(2,2,2-trifluoroethyl)-2,3-dihydro-1H-1,4-benzodiazepine), C(=O)(O)C=1C=C2CCC3(CC2=CC1)NC(NC3=O)=O ((±)-6′-carboxy-3′,4′-dihydro-1′H-spiro[imidazolidine-4,2′-naphthalene]-2,5-dione), C(=O)(O)C=1C=C2CCC3(CC2=CC1)NC(NC3=O)=O ((±)-6′-carboxy-3′,4′-dihydro-1′H-spiro[imidazolidine-4,2′-naphthalene]-2,5-dione), C(CCl)Cl (EDC), C=1C=CC2=C(C1)N=NN2O (HOBT), C(C)(C)N(C(C)C)CC (N,N-diisopropylethylamine). Procedure details: A mixture of (3R)-3-amino-2-oxo-5-phenyl-1-(2,2,2-trifluoroethyl)-2,3-dihydro-1H-1,4-benzodiazepine (Shi et al. Tetrahedron 1999, 55, 909) (507 mg, 1.52 mmol), (±)-6′-carboxy-3′,4′-dihydro-1′H-spiro[imidazolidine-4,2′-naphthalene]-2,5-dione (described in Intermediate 1) (396 mg, 1.52 mmol), EDC (438 mg, 2.28 mmol), HOBT (308 mg, 2.01 mmol), and N,N-diisopropylethylamine (0.795 mL, 4.56 mmol) was stirred in DMF (5 mL) at ambient temperature for 18 h. The crude mixture was partitioned between satu... The product is O=C1NC(C2(CC3=CC=C(C=C3CC2)C(=O)N[C@H]2C(N(C3=C(C(=N2)C2=CC=CC=C2)C=CC=C3)CC(F)(F)F)=O)N1)=O (2,5-Dioxo-N-[(3R)-2-oxo-5-phenyl-1-(2,2,2-trifluoroethyl)-2,3-dihydro-1H-1,4-benzodiazepin-3-yl]-3′,4′-dihydro-1′H-spiro[imidazolidine-4,2′-naphthalene]-6′-carboxamide). Reactants: CC(C)OCC1(C(F)(F)F)c2cc(C#N)ccc2Nc2ncccc21, CC#N, O=C1CCC(=O)N1Br. Yields the product CC(C)OCC1(C(F)(F)F)c2cc(C#N)ccc2Nc2ncc(Br)cc21. As a reaction SMILES: [C:1](#[N:2])[c:3]1[cH:4][c:5]2[c:6]([cH:24][cH:25]1)[NH:7][c:8]1[n:9][cH:10][cH:11][cH:12][c:13]1[C:14]2([CH2:15][O:16][CH:17]([CH3:18])[CH3:19])[C:20]([F:21])([F:22])[F:23].[CH3:34][C:35]#[N:36].[O:26]=[C:27]1[N:28]([Br:33])[C:29](=[O:30])[CH2:31][CH2:32]1>>[C:1](#[N:2])[c:3]1[cH:4][c:5]2[c:6]([cH:24][cH:25]1)[NH:7][c:8]1[n:9][cH:10][c:11]([Br:33])[cH:12][c:13]1[C:14]2([CH2:15][O:16][CH:17]([CH3:18])[CH3:19])[C:20]([F:21])([F:22])[F:23]. Reaction SMILES: [F:1][C:2]([F:23])([F:22])[C:3]1[CH:4]=[C:5]([CH2:20]O)[CH:6]=[CH:7][C:8]=1[O:9][C:10]1[CH:15]=[CH:14][CH:13]=[C:12]([C:16]([F:19])([F:18])[F:17])[CH:11]=1.S(Cl)([Cl:26])=O>C(Cl)Cl>[Cl:26][CH2:20][C:5]1[CH:6]=[CH:7][C:8]([O:9][C:10]2[CH:15]=[CH:14][CH:13]=[C:12]([C:16]([F:19])([F:18])[F:17])[CH:11]=2)=[C:3]([C:2]([F:23])([F:22])[F:1])[CH:4]=1. Product: ClCC1=CC(=C(C=C1)OC1=CC(=CC=C1)C(F)(F)F)C(F)(F)F (4-(chloromethyl)-2-(trifluoromethyl)-1-{[3-(trifluoromethyl)phenyl]oxy}benzene). Reported procedure: To a suspension of (3-(trifluoromethyl)-4-{[3-(trifluoromethyl)phenyl]oxy}phenyl) methanol (300 mg, 0.892 mmol) in DCM (4 mL) was added thionyl chloride (0.130 mL, 1.784 mmol) dropwise under nitrogen. The mixture was stirred at room temperature for 2 h. The mixture was stirred at room temperature for 2 h. The reaction was quenched with water, adjusted pH about 7 and extracted with DCM. The organic layer was separated and concentrated to afford the crude title compound (430 mg, 0.970 mmol, 109% y... Reaction conditions: time 2 hour. Reactants: FC(C=1C=C(C=CC1OC1=CC(=CC=C1)C(F)(F)F)CO)(F)F ((3-(trifluoromethyl)-4-{[3-(trifluoromethyl)phenyl]oxy}phenyl) methanol), S(=O)(Cl)Cl (thionyl chloride). Yield: 108.7%. Solvent: C(Cl)Cl (DCM).